Task: describe an organic reaction: reactants, conditions, products, and yield. Dataset: the Open Reaction Database (ORD), a public repository of structured organic reaction records Reactants: ClC1=NC=2N(C(=C1)C1=CC=CC=C1)N=CC2 (5-chloro-7-phenylpyrazolo[1,5-a]pyrimidine), C(C)(=O)[O-].[Na+] (sodium acetate), alcohol. The reagents and catalysts are [Pd] (palladium on charcoal). Conditions: time 45 minute. The product is C1(=CC=CC=C1)C1=NC=2N(C=C1)N=CC2 (5-Phenylpyrazolo[1,5-a]pyrimidine). As a reaction SMILES: Cl[C:2]1[CH:7]=[C:6]([C:8]2[CH:13]=[CH:12][CH:11]=[CH:10][CH:9]=2)[N:5]2[N:14]=[CH:15][CH:16]=[C:4]2[N:3]=1.C([O-])(=O)C.[Na+]>[Pd]>[C:8]1([C:6]2[CH:7]=[CH:2][N:3]3[N:14]=[CH:15][CH:16]=[C:4]3[N:5]=2)[CH:13]=[CH:12][CH:11]=[CH:10][CH:9]=1 |f:1.2|. Procedure: A mixture of 2.29 g. of 5-chloro-7-phenylpyrazolo[1,5-a]pyrimidine, 0.90 g. anhydrous sodium acetate, and 0.30 g. of 10% palladium on charcoal catalyst in 100 ml. of absolute alcohol is hydrogenated at 10 lbs. pressure. Uptake stops in 45 minutes and catalyst is filtered. Evaporation and solution in methylene chloride with passage through a short hydrous magnesium silicate column gives the solution from which the desired compound crystallizes upon the addition of hexane, m.p. 122°-124° C. Reactants: ClC=1C=C2C(C(NC2=CC1)=O)(C1=C(C=CC=C1)OC)NC(C(=O)N(C)C)(C)C (2-{[5-chloro-3-(2-methoxyphenyl)-2-oxo-2,3-dihydro-1H-indol-3-yl]amino}-N,N,2-trimethyl propanamide), COC1=CC(=C(C=C1)S(=O)(=O)Cl)OC(F)(F)F (4-methoxy-2-(trifluoromethoxy)benzene sulfonyl chloride). Product: ClC=1C=C2C(C(N(C2=CC1)S(=O)(=O)C1=C(C=C(C=C1)OC)OC(F)(F)F)=O)(C1=C(C=CC=C1)OC)NC(C(=O)N(C)C)(C)C (2-[(5-chloro-3-(2-methoxyphenyl)-1-{[4-methoxy-2-(trifluoromethoxy)phenyl]sulfonyl}-2-oxo-2,3-dihydro-1H-indol-3-yl)amino]-N,N,2-trimethyl propanamide). Isolated yield 45.6%. Reaction SMILES: [Cl:1][C:2]1[CH:3]=[C:4]2[C:8](=[CH:9][CH:10]=1)[NH:7][C:6](=[O:11])[C:5]2([NH:20][C:21]([CH3:28])([CH3:27])[C:22]([N:24]([CH3:26])[CH3:25])=[O:23])[C:12]1[CH:17]=[CH:16][CH:15]=[CH:14][C:13]=1[O:18][CH3:19].[CH3:29][O:30][C:31]1[CH:36]=[CH:35][C:34]([S:37](Cl)(=[O:39])=[O:38])=[C:33]([O:41][C:42]([F:45])([F:44])[F:43])[CH:32]=1>>[Cl:1][C:2]1[CH:3]=[C:4]2[C:8](=[CH:9][CH:10]=1)[N:7]([S:37]([C:34]1[CH:35]=[CH:36][C:31]([O:30][CH3:29])=[CH:32][C:33]=1[O:41][C:42]([F:43])([F:44])[F:45])(=[O:39])=[O:38])[C:6](=[O:11])[C:5]2([NH:20][C:21]([CH3:28])([CH3:27])[C:22]([N:24]([CH3:25])[CH3:26])=[O:23])[C:12]1[CH:17]=[CH:16][CH:15]=[CH:14][C:13]=1[O:18][CH3:19]. Procedure details: With 0.51 g of the compound obtained in Step 255-4 and 378 mg of 4-methoxy-2-(trifluoromethoxy)benzene sulfonyl chloride as starting materials, 0.38 g of the title compound (colorless solid) was obtained by a similar procedure to Example 2.